Task: describe an organic reaction: reactants, conditions, products, and yield. Dataset: the Open Reaction Database (ORD), a public repository of structured organic reaction records Starting materials: CCOc1cnc(-c2ccc(Br)cc2)nc1, C=CC(C)OC(C)=O, CC(C)(C)N, CN1CCCC1=O, CC(=O)[O-], CC(=O)[O-], [Pd+2], c1ccc(P(c2ccccc2)c2ccccc2)cc1. The product is CCOc1cnc(-c2ccc(C=CC(C)OC(C)=O)cc2)nc1. RXN SMILES: [Br:1][c:2]1[cH:3][cH:4][c:5](-[c:8]2[n:9][cH:10][c:11]([O:14][CH2:15][CH3:16])[cH:12][n:13]2)[cH:6][cH:7]1.[C:17]([CH3:18])(=[O:19])[O:20][CH:21]([CH3:22])[CH:23]=[CH2:24].[C:25]([NH2:26])([CH3:27])([CH3:28])[CH3:29].[CH3:58][N:59]1[CH2:60][CH2:61][CH2:62][C:63]1=[O:64].[O-:50][C:51]([CH3:52])=[O:53].[O-:54][C:55]([CH3:56])=[O:57].[Pd+2:49].[c:30]1([P:31]([c:32]2[cH:33][cH:34][cH:35][cH:36][cH:37]2)[c:38]2[cH:39][cH:40][cH:41][cH:42][cH:43]2)[cH:44][cH:45][cH:46][cH:47][cH:48]1>>[c:2]1([CH:24]=[CH:23][CH:21]([O:20][C:17]([CH3:18])=[O:19])[CH3:22])[cH:3][cH:4][c:5](-[c:8]2[n:9][cH:10][c:11]([O:14][CH2:15][CH3:16])[cH:12][n:13]2)[cH:6][cH:7]1. Starting materials: O=C([O-])[O-], CCI, CS(=O)(=O)OC1CCN(C(=O)c2ccc(Cc3nc4ccccc4[nH]3)cc2)C1, [K+], [K+], CN(C)C=O. Yields the product CCn1c(Cc2ccc(C(=O)N3CCC(OS(C)(=O)=O)C3)cc2)nc2ccccc21. RXN SMILES: [C:29](=[O:30])([O-:31])[O-:32].[CH2:35]([CH3:36])[I:37].[CH3:1][S:2](=[O:3])(=[O:4])[O:5][CH:6]1[CH2:7][N:8]([C:11]([c:12]2[cH:13][cH:14][c:15]([CH2:18][c:19]3[n:20][c:21]4[c:22]([nH:23]3)[cH:24][cH:25][cH:26][cH:27]4)[cH:16][cH:17]2)=[O:28])[CH2:9][CH2:10]1.[K+:33].[K+:34].[O:38]=[CH:39][N:40]([CH3:41])[CH3:42]>>[CH3:1][S:2](=[O:3])(=[O:4])[O:5][CH:6]1[CH2:7][N:8]([C:11]([c:12]2[cH:13][cH:14][c:15]([CH2:18][c:19]3[n:20]([CH2:35][CH3:36])[c:21]4[c:22]([n:23]3)[cH:24][cH:25][cH:26][cH:27]4)[cH:16][cH:17]2)=[O:28])[CH2:9][CH2:10]1.